This data is from the Open Reaction Database (ORD), a public repository of structured organic reaction records. The task is: describe an organic reaction: reactants, conditions, products, and yield Starting materials: 1D, BrC1=C2C(C(N(C2=CC=C1)CCCCC)=O)(C1=CC2=C(OCO2)C=C1O)O (4-bromo-3-hydroxy-3-(6-hydroxy-1,3-benzodioxol-5-yl)-1-pentyl-1,3-dihydro-2H-indol-2-one), ClC=1C=C2C(C(N(C2=CC1)CC(=O)OCC)=O)(C=1C(=CC2=C(CCO2)C1)O)O (ethyl [5-chloro-3-hydroxy-3-(6-hydroxy-2,3-dihydro-1-benzofuran-5-yl)-2-oxo-2,3-dihydro-1H-indol-1-yl]acetate). Product: ClC=1C=C2C(C(N(C2=CC1)CC(=O)OCC)=O)C=1C(=CC2=C(CCO2)C1)O (ethyl [5-chloro-3-(6-hydroxy-2,3-dihydro-1-benzofuran-5-yl)-2-oxo-2,3-dihydro-1H-indol-1-yl]acetate). As a reaction SMILES: BrC1C=CC=C2C=1C(O)(C1C(O)=CC3OCOC=3C=1)C(=O)N2CCCCC.[Cl:28][C:29]1[CH:30]=[C:31]2[C:35](=[CH:36][CH:37]=1)[N:34]([CH2:38][C:39]([O:41][CH2:42][CH3:43])=[O:40])[C:33](=[O:44])[C:32]2(O)[C:45]1[C:46]([OH:54])=[CH:47][C:48]2[O:52][CH2:51][CH2:50][C:49]=2[CH:53]=1>>[Cl:28][C:29]1[CH:30]=[C:31]2[C:35](=[CH:36][CH:37]=1)[N:34]([CH2:38][C:39]([O:41][CH2:42][CH3:43])=[O:40])[C:33](=[O:44])[CH:32]2[C:45]1[C:46]([OH:54])=[CH:47][C:48]2[O:52][CH2:51][CH2:50][C:49]=2[CH:53]=1. Procedure: Following the procedure as described in PREPARATION 1D, and making non-critical variations to replace 4-bromo-3-hydroxy-3-(6-hydroxy-1,3-benzodioxol-5-yl)-1-pentyl-1,3-dihydro-2H-indol-2-one with ethyl [5-chloro-3-hydroxy-3-(6-hydroxy-2,3-dihydro-1-benzofuran-5-yl)-2-oxo-2,3-dihydro-1H-indol-1-yl]acetate, the title compound was obtained (94%) as a white solid: 1H NMR (300 MHz, CDCl3) δ 7.30-7.24 (m, 2H), 6.72 (d, 1H), 6.66 (s, 1H), 6.39 (s, 1H), 5.05 (s, 1H), 4.53-4.46 (m, 4H), 4.21 (q, 2H), 3.1... Solvent: C1CCOC1 (THF), C1CCOC1 (THF). Reported procedure: Synthesized according to General Procedure 35. To a stirring solution of (R)-1-((R)-2-(3,4-dichlorophenyl)-morpholino)-2-methoxy-2-phenylethanone (620 mg, 1.63 mmol) and THF (9 mL), under N2, at 0° C., was added a solution of Super-hydride in THF (1.0 M, 10.3 mL, 10.3 mmol) dropwise over 10 minutes. The solution was stirred at 0° C. for 30 minutes. The solution was poured into 1M aqueous HCl solution (20 mL). The solution was then basified with NH4OH and extracted with CH2Cl 2 (3×50 mL). Purifie... Conditions: temperature 0 celsius, time 30 minute. RXN SMILES: [Cl:1][C:2]1[CH:3]=[C:4]([C@@H:9]2[CH2:14][N:13](C(=O)[C@H](OC)C3C=CC=CC=3)[CH2:12][CH2:11][O:10]2)[CH:5]=[CH:6][C:7]=1[Cl:8].[Li+].[B-](CC)(CC)CC.Cl.[NH4+].[OH-]>C1COCC1>[Cl:1][C:2]1[CH:3]=[C:4]([C@H:9]2[O:10][CH2:11][CH2:12][NH:13][CH2:14]2)[CH:5]=[CH:6][C:7]=1[Cl:8] |f:1.2,4.5,^1:26|. The reactants are ClC=1C=C(C=CC1Cl)[C@H]1OCCN(C1)C([C@@H](C1=CC=CC=C1)OC)=O ((R)-1-((R)-2-(3,4-dichlorophenyl)-morpholino)-2-methoxy-2-phenylethanone), [Li+].[B-](CC)(CC)CC (Super-hydride), [NH4+].[OH-] (NH4OH), Cl (HCl). Product: ClC=1C=C(C=CC1Cl)[C@@H]1CNCCO1 ((R)-2-(3,4-dichlorophenyl)morpholine). Starting materials: O=C(O)CBr, CC1(C)SC2C(NC(=O)C(N)c3ccccc3)C(=O)N2C1c1nnn[nH]1, O. Yields the product CC1(C)SC2C(NC(=O)C(NC(=O)CBr)c3ccccc3)C(=O)N2C1c1nnn[nH]1. As a reaction SMILES: [Br:27][CH2:28][C:29](=[O:30])[OH:31].[NH2:1][CH:2]([C:3](=[O:4])[NH:5][CH:6]1[CH:7]2[N:8]([CH:9]([c:14]3[n:15][n:16][n:17][nH:18]3)[C:10]([CH3:12])([CH3:13])[S:11]2)[C:19]1=[O:20])[c:21]1[cH:22][cH:23][cH:24][cH:25][cH:26]1.[OH2:32]>>[NH:1]([CH:2]([C:3](=[O:4])[NH:5][CH:6]1[CH:7]2[N:8]([CH:9]([c:14]3[n:15][n:16][n:17][nH:18]3)[C:10]([CH3:12])([CH3:13])[S:11]2)[C:19]1=[O:20])[c:21]1[cH:22][cH:23][cH:24][cH:25][cH:26]1)[C:29]([CH2:28][Br:27])=[O:30]. Procedure details: Ethylamine (12.7 g) was added to a suspension of 21.0 g of the 2-chloro-N-(2-chloro-4-methyl-3-pyridinyl)-3-pyridinecarboxamide in 150 ml of xylene in a steel bomb. The mixture was then heated in an oil bath to 165° C. for 6 hrs. and then stirred overnight at room temperature. The solvent was removed in vacuo and water added to the residue. The product was extracted with ether, dried (sodium sulfate) and concentrated to give an oil. This was dissolved in ethyl acetate followed by hexane at which... The reactants are CCCCCC (hexane), C(C)N (Ethylamine), ClC1=NC=CC=C1C(=O)NC=1C(=NC=CC1C)Cl (2-chloro-N-(2-chloro-4-methyl-3-pyridinyl)-3-pyridinecarboxamide), steel. Reaction conditions: temperature 165 celsius, time 8 hour. The yield is 76.2%. Product: ClC1=NC=CC(=C1NC(=O)C=1C(=NC=CC1)NCC)C (N-(2-Chloro-4-methyl-3-pyridinyl)-2-ethylamino-3-pyridinecarboxamide). Run in C=1(C(=CC=CC1)C)C (xylene), C(C)(=O)OCC (ethyl acetate). As a reaction SMILES: [CH2:1]([NH2:3])[CH3:2].Cl[C:5]1[C:10]([C:11]([NH:13][C:14]2[C:15]([Cl:21])=[N:16][CH:17]=[CH:18][C:19]=2[CH3:20])=[O:12])=[CH:9][CH:8]=[CH:7][N:6]=1.CCCCCC>C1(C)C(C)=CC=CC=1.C(OCC)(=O)C>[Cl:21][C:15]1[C:14]([NH:13][C:11]([C:10]2[C:5]([NH:3][CH2:1][CH3:2])=[N:6][CH:7]=[CH:8][CH:9]=2)=[O:12])=[C:19]([CH3:20])[CH:18]=[CH:17][N:16]=1. Reactants: COC(C(=CCC)C)=O (2-methylpent-2-enoic acid methyl ester), BrN1C(CCC1=O)=O (N-bromosuccinimide). The solvent is C(Cl)(Cl)(Cl)Cl (carbon tetrachloride). Yields the product COC(C(=CC(C)Br)C)=O (4-Bromo-2-methylpent-2-enoic acid methyl ester). The yield is 82.5%. RXN SMILES: [CH3:1][O:2][C:3](=[O:9])[C:4]([CH3:8])=[CH:5][CH2:6][CH3:7].[Br:10]N1C(=O)CCC1=O>C(Cl)(Cl)(Cl)Cl>[CH3:1][O:2][C:3](=[O:9])[C:4]([CH3:8])=[CH:5][CH:6]([Br:10])[CH3:7]. Procedure details: A solution of 2-methylpent-2-enoic acid methyl ester (1.20 g, 9.37 mmol) and N-bromosuccinimide (1.83 g, 10.2 mmol) in dry carbon tetrachloride (15 mL) irradiated with a 250 W sunlamp so as to achieve a state of reflux for 2.5 hours. After cooling, the succinimide was filtered off, the carbon tetrachloride was evaporated, and the product was distilled over a short path under reduced pressure to give the title compound (1.60 g, 82%) as a colourless oil. The reactants are CC(=O)[O-], COC(=O)CCc1ccc(-c2nc3ccc(C4(c5ccccc5)CC4)nc3s2)c(F)c1, [Na+], [Na+], [OH-], O. Product: O=C(O)CCc1ccc(-c2nc3ccc(C4(c5ccccc5)CC4)nc3s2)c(F)c1. As a reaction SMILES: [CH3:36][C:37](=[O:38])[O-:39].[F:1][c:2]1[cH:3][c:4]([CH2:26][CH2:27][C:28](=[O:29])[O:30][CH3:31])[cH:5][cH:6][c:7]1-[c:8]1[s:9][c:10]2[n:11][c:12]([C:17]3([c:20]4[cH:21][cH:22][cH:23][cH:24][cH:25]4)[CH2:18][CH2:19]3)[cH:13][cH:14][c:15]2[n:16]1.[Na+:34].[Na+:35].[OH-:33].[OH2:32]>>[F:1][c:2]1[cH:3][c:4]([CH2:26][CH2:27][C:28](=[O:29])[OH:30])[cH:5][cH:6][c:7]1-[c:8]1[s:9][c:10]2[n:11][c:12]([C:17]3([c:20]4[cH:21][cH:22][cH:23][cH:24][cH:25]4)[CH2:18][CH2:19]3)[cH:13][cH:14][c:15]2[n:16]1. The reactants are ClC1=CC=C(C=N1)CN1C(NCC1)=C[N+](=O)[O-] (1-(6-chloro-3-pyridylmethyl)-2-nitromethyleneimidazolidine), C=O (formaldehyde), C(C=C)S (allylmercaptan). Solvent: C(C)O (ethanol), C(C)O (ethanol). The product is ClC1=CC=C(C=N1)CN1C(NCC1)=C(CSCC=C)[N+](=O)[O-] (1-(6-chloro-3-pyridylmethyl)-2-(1-nitro-2-allylthioethylidene)imidazolidine). The yield is 49.3%. Reaction SMILES: [Cl:1][C:2]1[N:7]=[CH:6][C:5]([CH2:8][N:9]2[CH2:13][CH2:12][NH:11][C:10]2=[CH:14][N+:15]([O-:17])=[O:16])=[CH:4][CH:3]=1.[CH2:18]=O.[CH2:20]([SH:23])[CH:21]=[CH2:22]>C(O)C>[Cl:1][C:2]1[N:7]=[CH:6][C:5]([CH2:8][N:9]2[CH2:13][CH2:12][NH:11][C:10]2=[C:14]([N+:15]([O-:17])=[O:16])[CH2:18][S:23][CH2:20][CH:21]=[CH2:22])=[CH:4][CH:3]=1. Reported procedure: 0.5 g of 1-(6-chloro-3-pyridylmethyl)-2-nitromethyleneimidazolidine, 0.19 g of 37% formaldehyde aqueous solution and 0.22 g of allylmercaptan were added to 10 ml of ethanol, and were reacted under reflux for 2 hours. After completing the reaction, ethanol was distilled off under reduced pressure, and a small amount of ethyl acetate was added to the residue thus obtained to filter the insoluble materials out, thus obtaining 0.33 g of the aimed product (Compound No. 3) having a melting point of fr... Starting materials: N#Cc1ccc(C=Cc2cccnc2)cc1, O=C([O-])O, CCO, [Na+], O, O=S(=O)(O)O. Product: CCOC(=O)c1ccc(C=Cc2cccnc2)cc1. As a reaction SMILES: [C:1](#[N:2])[c:3]1[cH:4][cH:5][c:6]([CH:7]=[CH:8][c:9]2[cH:10][n:11][cH:12][cH:13][cH:14]2)[cH:15][cH:16]1.[C:25](=[O:26])([OH:27])[O-:28].[CH3:17][CH2:18][OH:19].[Na+:29].[OH2:30].[S:20]([OH:21])(=[O:22])(=[O:23])[OH:24]>>[C:1]([c:3]1[cH:4][cH:5][c:6]([CH:7]=[CH:8][c:9]2[cH:10][n:11][cH:12][cH:13][cH:14]2)[cH:15][cH:16]1)([O:19][CH2:18][CH3:17])=[O:21]. Starting materials: OC1C(OC(C(C1O)OC1OC(C(C(C1O)O)O)CO)CO)N1C(C[C@@H](C1)CC(C)C)=O ((S)-1-[3,4-dihydroxy-6-hydroxymethyl-5-(3,4,5-trihydroxy-6-hydroxymethyl-tetrahydro-pyran-2-yloxy)-tetrahydro-pyran-2-yl]-4-isobutyl-pyrrolidin-2-one), OC1[C@H](O)[C@@H](O)[C@H](O[C@H]2[C@H](O)[C@@H](O)[C@@H](O)[C@H](O2)CO)[C@H](O1)CO (lactose), lactam, OC1[C@H](O)[C@@H](O)[C@H](O[C@H]2[C@H](O)[C@@H](O)[C@@H](O)[C@H](O2)CO)[C@H](O1)CO (lactose), CC(C)C[C@@H](CC(=O)O)CN (pregabalin), OC1[C@H](O)[C@@H](O)[C@H](O[C@H]2[C@H](O)[C@@H](O)[C@@H](O)[C@H](O2)CO)[C@H](O1)CO (lactose), OC1[C@H](O)[C@@H](O)[C@H](O[C@H]2[C@H](O)[C@@H](O)[C@@H](O)[C@H](O2)CO)[C@H](O1)CO (lactose), O[C@@H]1[C@H](O)[C@@H](O)[C@H](O[C@H]2[C@H](O)[C@@H](O)[C@@H](O)[C@H](O2)CO)[C@H](O1)CO (α-lactose), CC(C)C[C@@H](CC(=O)O)CN (pregabalin), OC1[C@H](O)[C@@H](O)[C@H](O[C@H]2[C@H](O)[C@@H](O)[C@@H](O)[C@H](O2)CO)[C@H](O1)CO (lactose), OC1C(OC(C(C1O)OC1OC(C(C(C1O)O)O)CO)CO)N1C(C[C@@H](C1)CC(C)C)=O ((S)-1-[3,4-dihydroxy-6-hydroxymethyl-5-(3,4,5 -trihydroxy-6-hydroxymethyl-tetrahydro-pyran-2-yloxy)-tetrahydro-pyran-2-yl]-4-isobutyl-pyrrolidin-2-one), lactose-lactam, CC(C)C[C@@H](CC(=O)O)CN (Pregabalin), CC(C)C[C@@H](CC(=O)O)CN (pregabalin). Yields the product C(C(C)C)[C@H]1CC(N(C1)CC1(OCC(C(C1O)OC1OC(C(C(C1O)O)O)CO)O)O)=O ((S)-4-isobutyl-1-[2,3,5-trihydroxy-4-(3,4,5-trihydroxy-6-hydroxymethyl-tetrahydro-pyran-2-yloxy)-tetrahydro-pyran-2-ylmethyl]-pyrrolidin-2-one), OC1(OC(C(C1O)OC1OC(C(C(C1O)O)O)CO)CO)CN1C(C[C@@H](C1)CC(C)C)=O ((S)-1-[2,3-dihydroxy-5-hydroxymethyl-4-(3,4,5-trihydroxy-6-hydroxymethyl-tetrahydro-pyran-2-yloxy)-tetrahydro-furan-2-ylmethyl]-4-isobutyl-pyrrolidin-2-one), OC1C(OC(C(C1O)OC1OC(C(C(C1O)O)O)CO)CO)N1C(C[C@@H](C1)CC(C)C)=O ((S)-1-[3,4-dihydroxy-6-hydroxymethyl-5-(3,4,5-trihydroxy-6-hydroxymethyl-tetrahydro-pyran-2-yloxy)-tetrahydro-pyran-2-yl]-4-isobutyl-pyrrolidin-2-one). As a reaction SMILES: CC(C[C@H](CN)CC(O)=O)C.OC1O[C@H](CO)[C@@H](O[C@@H]2O[C@H](CO)[C@H](O)[C@H](O)[C@H]2O)[C@H](O)[C@H]1O.[OH:35][CH:36]1[CH:41]([OH:42])[CH:40]([O:43][CH:44]2[CH:49]([OH:50])[CH:48]([OH:51])[CH:47]([OH:52])[CH:46]([CH2:53][OH:54])[O:45]2)[CH:39]([CH2:55][OH:56])[O:38][CH:37]1[N:57]1[CH2:61][C@@H:60]([CH2:62][CH:63]([CH3:65])[CH3:64])[CH2:59][C:58]1=[O:66].O[C@H]1O[C@H](CO)[C@@H](O[C@@H]2O[C@H](CO)[C@H](O)[C@H](O)[C@H]2O)[C@H](O)[C@H]1O>>[CH2:62]([C@@H:60]1[CH2:61][N:57]([CH2:37][C:36]2([OH:35])[CH:41]([OH:42])[CH:40]([O:43][CH:44]3[CH:49]([OH:50])[CH:48]([OH:51])[CH:47]([OH:52])[CH:46]([CH2:53][OH:54])[O:45]3)[CH:39]([OH:38])[CH2:55][O:56]2)[C:58](=[O:66])[CH2:59]1)[CH:63]([CH3:65])[CH3:64].[OH:35][C:36]1([CH2:37][N:57]2[CH2:61][C@@H:60]([CH2:62][CH:63]([CH3:65])[CH3:64])[CH2:59][C:58]2=[O:66])[CH:41]([OH:42])[CH:40]([O:43][CH:44]2[CH:49]([OH:50])[CH:48]([OH:51])[CH:47]([OH:52])[CH:46]([CH2:53][OH:54])[O:45]2)[CH:39]([CH2:55][OH:56])[O:38]1.[OH:35][CH:36]1[CH:41]([OH:42])[CH:40]([O:43][CH:44]2[CH:49]([OH:50])[CH:48]([OH:51])[CH:47]([OH:52])[CH:46]([CH2:53][OH:54])[O:45]2)[CH:39]([CH2:55][OH:56])[O:38][CH:37]1[N:57]1[CH2:61][C@@H:60]([CH2:62][CH:63]([CH3:64])[CH3:65])[CH2:59][C:58]1=[O:66]. Procedure: Pregabalin undergoes a Maillard reaction to form conjugates with lactose in formulated product. Seven of these conjugates, which exist in the lactam form of the pregabalin moiety, were generated in milligram to gram quantities by heating pregabalin in the presence of lactose. The compounds were then isolated by preparative liquid chromatography. The assigned structures of the isolated lactose-lactam conjugates were consistent with the NMR and mass spectrometry data. Of the seven compounds identi...